This data is from the Open Reaction Database (ORD), a public repository of structured organic reaction records. The task is: describe an organic reaction: reactants, conditions, products, and yield Reactants: COC(=O)CCS, CC(C)Oc1cc(Oc2ccccc2)cc(C(=O)Nc2ncc(Br)s2)c1. Product: COC(=O)CCSc1cnc(NC(=O)c2cc(Oc3ccccc3)cc(OC(C)C)c2)s1. As a reaction SMILES: [CH3:27][O:28][C:29]([CH2:30][CH2:31][SH:32])=[O:33].[CH:1]([CH3:2])([CH3:3])[O:4][c:5]1[cH:6][c:7]([C:8](=[O:9])[NH:10][c:11]2[s:12][c:13]([Br:16])[cH:14][n:15]2)[cH:17][c:18]([O:20][c:21]2[cH:22][cH:23][cH:24][cH:25][cH:26]2)[cH:19]1>>[CH:1]([CH3:2])([CH3:3])[O:4][c:5]1[cH:6][c:7]([C:8](=[O:9])[NH:10][c:11]2[s:12][c:13]([S:32][CH2:31][CH2:30][C:29]([O:28][CH3:27])=[O:33])[cH:14][n:15]2)[cH:17][c:18]([O:20][c:21]2[cH:22][cH:23][cH:24][cH:25][cH:26]2)[cH:19]1. Reactants: C(C(C)C)NC(=O)N (isobutyl urea), ClC(C(=O)OCC)C(=O)C(F)(F)F (ethyl 2-chloro-4,4,4-trifluoroacetoacetate). Reaction SMILES: [CH2:1]([NH:5][C:6]([NH2:8])=[O:7])[CH:2]([CH3:4])[CH3:3].Cl[CH:10]([C:16]([C:18]([F:21])([F:20])[F:19])=O)[C:11]([O:13][CH2:14][CH3:15])=[O:12]>>[CH3:3][CH:2]([CH3:4])[CH2:1][NH:5][C:6]1[O:7][C:10]([C:11]([O:13][CH2:14][CH3:15])=[O:12])=[C:16]([C:18]([F:19])([F:21])[F:20])[N:8]=1. Yields the product CC(CNC=1OC(=C(N1)C(F)(F)F)C(=O)OCC)C (Ethyl 2-[(2-methylpropyl)amino]-4-(trifluoromethyl)-5-oxazolecarboxylate). Isolated yield 33.7%. Procedure details: By the procedure of Example 4, 7.0 g (60 mmol) of isobutyl urea was reacted with 10.9 g (50 mmol) of ethyl 2-chloro-4,4,4-trifluoroacetoacetate at 140°-150° C. for 18 hours. The product was separated and then recrystallized from methylcyclohexane to yield 4.72 g of a yellow powder product (m.p.=43°-44° C.) identified in Table I. The reactants are N1N=CC=C1 (pyrazole), ClC=1N=C(C2=C(N1)SC(=C2Cl)C)NCC2=CC=CC=C2 (2,5-dichloro-6-methyl-4-benzylamino-thieno-[2,3-d]-pyrimidine). The product is N1(N=CC=C1)C=1N=C(C2=C(N1)SC(=C2Cl)C)NCC2=CC=CC=C2 (2-(pyrazol-1-yl)-5-chloro-6-methyl-4-benzylamino-thieno-[2,3-d]-pyrimidine). As a reaction SMILES: [NH:1]1[CH:5]=[CH:4][CH:3]=[N:2]1.Cl[C:7]1[N:8]=[C:9]([NH:18][CH2:19][C:20]2[CH:25]=[CH:24][CH:23]=[CH:22][CH:21]=2)[C:10]2[C:15]([Cl:16])=[C:14]([CH3:17])[S:13][C:11]=2[N:12]=1>>[N:1]1([C:7]2[N:8]=[C:9]([NH:18][CH2:19][C:20]3[CH:25]=[CH:24][CH:23]=[CH:22][CH:21]=3)[C:10]3[C:15]([Cl:16])=[C:14]([CH3:17])[S:13][C:11]=3[N:12]=2)[CH:5]=[CH:4][CH:3]=[N:2]1. Procedure: Following the procedure of Example 97, the reaction of pyrazole with 2,5-dichloro-6-methyl-4-benzylamino-thieno-[2,3-d]-pyrimidine gives 2-(pyrazol-1-yl)-5-chloro-6-methyl-4-benzylamino-thieno-[2,3-d]-pyrimidine. Starting materials: NC1=C(C(=NN1C(C)(C)C)C1=CC=C(C=C1)C(F)(F)F)C#N (5-amino-1-tert-butyl-4-cyano-3-(4'-trifluoromethylphenyl)pyrazole), [OH-].[Na+] (sodium hydroxide). Run in C(C)O (ethanol). Product: NC1=C(C(=NN1C(C)(C)C)C1=CC=C(C=C1)C(F)(F)F)C(=O)N (5-Amino-1-tert-butyl-3(4'-trifluoromethylphenyl)pyrazole-4-carboxamide). Reaction SMILES: [NH2:1][C:2]1[N:6]([C:7]([CH3:10])([CH3:9])[CH3:8])[N:5]=[C:4]([C:11]2[CH:16]=[CH:15][C:14]([C:17]([F:20])([F:19])[F:18])=[CH:13][CH:12]=2)[C:3]=1[C:21]#[N:22].[OH-:23].[Na+]>C(O)C>[NH2:1][C:2]1[N:6]([C:7]([CH3:9])([CH3:10])[CH3:8])[N:5]=[C:4]([C:11]2[CH:16]=[CH:15][C:14]([C:17]([F:20])([F:19])[F:18])=[CH:13][CH:12]=2)[C:3]=1[C:21]([NH2:22])=[O:23] |f:1.2|. Procedure details: To a solution of 5-amino-1-tert-butyl-4-cyano-3-(4'-trifluoromethylphenyl)pyrazole (308 mg, 1.0 mmol) in ethanol (15 ml) was added 10M sodium hydroxide (3 ml) and the mixture heated at reflux for 72 h. On cooling, ethanol was removed under reduced pressure and water (50 ml) added. The resulting precipitate was collected by filtration, and washed with water (2×25 ml), to give the title compound (200 mg) as a colorless solid after recrystallisation from ethyl acetate m.p. 210-211°. δH (CDCl3) 1.67...